Dataset: the Open Reaction Database (ORD), a public repository of structured organic reaction records. Task: describe an organic reaction: reactants, conditions, products, and yield The reactants are ClC(Cl)(Cl)Cl, COc1ccc(-c2cc(C)cc3ccoc23)cc1, [K+], [K+], [K+], CC(C)(C#N)N=NC(C)(C)C#N, O=C1CCC(=O)N1Br, O=P([O-])([O-])O, [Se-]Cc1ccccc1. Product: COc1ccc(-c2cc(C=O)cc3ccoc23)cc1. Reaction SMILES: [C:55]([Cl:56])([Cl:57])([Cl:58])[Cl:59].[CH3:1][O:2][c:3]1[cH:4][cH:5][c:6](-[c:9]2[cH:10][c:11]([CH3:18])[cH:12][c:13]3[cH:14][cH:15][o:16][c:17]23)[cH:7][cH:8]1.[K+:47].[K+:53].[K+:54].[N:27]#[C:28][C:29]([N:30]=[N:31][C:32]([C:33]#[N:34])([CH3:35])[CH3:36])([CH3:37])[CH3:38].[O:19]=[C:20]1[N:21]([Br:22])[C:23](=[O:24])[CH2:25][CH2:26]1.[P:48]([O-:49])([O-:50])([OH:51])=[O:52].[c:39]1([CH2:40][Se-:41])[cH:42][cH:43][cH:44][cH:45][cH:46]1>>[CH3:1][O:2][c:3]1[cH:4][cH:5][c:6](-[c:9]2[cH:10][c:11]([CH:18]=[O:19])[cH:12][c:13]3[cH:14][cH:15][o:16][c:17]23)[cH:7][cH:8]1. The reactants are C(C1=CC=CC=C1)N1C([C@@H]([C@H](C1=O)O)O)=O ((3R,4R)-1-benzyl-3,4-dihydroxypyrrolidine-2,5-dione), CO (MeOH). Run in C1CCOC1 (THF), C1CCOC1 (THF). Run at temperature 30 celsius, time 1 hour. Yields the product C(C1=CC=CC=C1)N1C[C@@H]([C@H](C1)O)O ((3S,4S)-1-benzylpyrrolidine-3,4-diol). Reaction SMILES: [CH2:1]([N:8]1[C:12](=O)[C@H:11]([OH:14])[C@@H:10]([OH:15])[C:9]1=O)[C:2]1[CH:7]=[CH:6][CH:5]=[CH:4][CH:3]=1.CO>C1COCC1>[CH2:1]([N:8]1[CH2:12][C@H:11]([OH:14])[C@@H:10]([OH:15])[CH2:9]1)[C:2]1[CH:3]=[CH:4][CH:5]=[CH:6][CH:7]=1. Procedure details: To a mixture of (3R,4R)-1-benzyl-3,4-dihydroxypyrrolidine-2,5-dione (44 g, 199 mmol, 1.0 eq) and THF (176 mL) at 20° C. (vessel jacket temperature) was added borane-tetrahydrofuran complex (1.0 mol/L) in THF (800 mL, 800 mmol, 1.0 mol/L, 4.0 eq) at a rate to maintain the temperature between 20° C. and 25° C. Over 1 hr, the jacket temperature was ramped to 60° C. and then held for 1 hr. Upon completion, the reaction was cooled to 30° C. and quenched by the slow dropwise addition of MeOH (97 mL, 1... Reactants: NCc1ccccc1, CN([SiH](C)C)[Si](C)(C)C, Cl, O=C1Nc2ccc(I)c3cccc1c23, O, Cc1ccc(S(=O)(=O)O)cc1. Product: Ic1ccc2c3c(cccc13)C(=NCc1ccccc1)N2. As a reaction SMILES: [CH2:16]([c:17]1[cH:18][cH:19][cH:20][cH:21][cH:22]1)[NH2:23].[CH3:36][SiH:37]([CH3:38])[N:39]([CH3:40])[Si:41]([CH3:42])([CH3:43])[CH3:44].[ClH:15].[I:1][c:2]1[c:3]2[c:4]3[c:5]([cH:12][cH:13][cH:14]2)[C:6](=[O:11])[NH:7][c:8]3[cH:9][cH:10]1.[OH2:24].[c:25]1([CH3:26])[cH:27][cH:28][c:29]([S:30]([OH:31])(=[O:32])=[O:33])[cH:34][cH:35]1>>[I:1][c:2]1[c:3]2[c:4]3[c:5]([cH:12][cH:13][cH:14]2)[C:6](=[N:23][CH2:16][c:17]2[cH:18][cH:19][cH:20][cH:21][cH:22]2)[NH:7][c:8]3[cH:9][cH:10]1. Starting materials: CC(=O)[O-], [Na+], Oc1cccc(O)c1, O=C(O)Cc1ccc(Cl)cc1. The product is O=C(Cc1ccc(Cl)cc1)c1ccc(O)cc1O. Reaction SMILES: [CH3:21][C:22](=[O:23])[O-:24].[Na+:20].[OH:1][c:2]1[cH:3][cH:4][cH:5][c:6]([OH:7])[cH:8]1.[OH:9][C:10](=[O:11])[CH2:12][c:13]1[cH:14][cH:15][c:16]([Cl:17])[cH:18][cH:19]1>>[OH:1][c:2]1[cH:3][cH:4][c:5]([C:10](=[O:9])[CH2:12][c:13]2[cH:14][cH:15][c:16]([Cl:17])[cH:18][cH:19]2)[c:6]([OH:7])[cH:8]1. Reactants: CCCCCc1ccc(CNC(Cc2ccccc2)C(=O)N2CCN(Cc3ccccc3)CC2)cc1, O=C(O)CCc1cc(C(F)(F)F)cc(C(F)(F)F)c1. Yields the product CCCCCc1ccc(CN(C(=O)CCc2cc(C(F)(F)F)cc(C(F)(F)F)c2)C(Cc2ccccc2)C(=O)N2CCN(Cc3ccccc3)CC2)cc1. Reaction SMILES: [CH2:1]([c:2]1[cH:3][cH:4][cH:5][cH:6][cH:7]1)[N:8]1[CH2:9][CH2:10][N:11]([C:14]([CH:15]([CH2:16][c:17]2[cH:18][cH:19][cH:20][cH:21][cH:22]2)[NH:23][CH2:24][c:25]2[cH:26][cH:27][c:28]([CH2:31][CH2:32][CH2:33][CH2:34][CH3:35])[cH:29][cH:30]2)=[O:36])[CH2:12][CH2:13]1.[F:37][C:38]([c:39]1[cH:40][c:41]([CH2:42][CH2:43][C:44](=[O:45])[OH:46])[cH:47][c:48]([C:50]([F:51])([F:52])[F:53])[cH:49]1)([F:54])[F:55]>>[CH2:1]([c:2]1[cH:3][cH:4][cH:5][cH:6][cH:7]1)[N:8]1[CH2:9][CH2:10][N:11]([C:14]([CH:15]([CH2:16][c:17]2[cH:18][cH:19][cH:20][cH:21][cH:22]2)[N:23]([CH2:24][c:25]2[cH:26][cH:27][c:28]([CH2:31][CH2:32][CH2:33][CH2:34][CH3:35])[cH:29][cH:30]2)[C:44]([CH2:43][CH2:42][c:41]2[cH:40][c:39]([C:38]([F:37])([F:54])[F:55])[cH:49][c:48]([C:50]([F:51])([F:52])[F:53])[cH:47]2)=[O:45])=[O:36])[CH2:12][CH2:13]1.